This data is from the Open Reaction Database (ORD), a public repository of structured organic reaction records. The task is: describe an organic reaction: reactants, conditions, products, and yield The reactants are O=C(OCc1ccccc1)OCc1ccccc1, NN, O. Yields the product NNC(=O)OCc1ccccc1. RXN SMILES: [C:1]([O:2][CH2:4][c:5]1[cH:6][cH:7][cH:8][cH:9][cH:18]1)(=[O:3])[O:10][CH2:11][c:12]1[cH:13][cH:14][cH:15][cH:16][cH:17]1.[NH2:20][NH2:21].[OH2:19]>>[C:1](=[O:2])([O:10][CH2:11][c:12]1[cH:13][cH:14][cH:15][cH:16][cH:17]1)[NH:20][NH2:21]. Starting materials: ClC1=C(C(=CC=C1)Cl)NC1=NC=2C=C(C3=C(N=C(O3)C)C2N1)C(=O)O (7-[(2,6-dichlorophenyl)amino]-2-methyl-8H-imidazo[4,5-e][1,3]benzoxazole-4-carboxylic acid), [H-].[Na+] (NaH), S(=O)(Cl)Cl (thionyl chloride), FC(C1=CC=C(N)C=C1)(F)F (4-(trifluoro methyl) aniline). The solvent is C1CCOC1 (THF), C1=CC=CC=C1 (benzene). Product: ClC1=C(C(=CC=C1)Cl)NC1=NC=2C=C(C3=C(N=C(O3)C)C2N1)C(=O)NC1=CC=C(C=C1)C(F)(F)F (7-[(2,6-Dichlorophenyl)amino]-2-methyl-N-[4-(trifluoromethyl)phenyl]-8H-imidazo[4,5-e][1,3]benzoxazole-4-carboxamide). The yield is 12.5%. As a reaction SMILES: [Cl:1][C:2]1[CH:7]=[CH:6][CH:5]=[C:4]([Cl:8])[C:3]=1[NH:9][C:10]1[NH:22][C:21]2[C:16]3[N:17]=[C:18]([CH3:20])[O:19][C:15]=3[C:14]([C:23](O)=[O:24])=[CH:13][C:12]=2[N:11]=1.S(Cl)(Cl)=O.[F:30][C:31]([F:40])([F:39])[C:32]1[CH:38]=[CH:37][C:35]([NH2:36])=[CH:34][CH:33]=1.[H-].[Na+]>C1COCC1.C1C=CC=CC=1>[Cl:8][C:4]1[CH:5]=[CH:6][CH:7]=[C:2]([Cl:1])[C:3]=1[NH:9][C:10]1[NH:22][C:21]2[C:16]3[N:17]=[C:18]([CH3:20])[O:19][C:15]=3[C:14]([C:23]([NH:36][C:35]3[CH:37]=[CH:38][C:32]([C:31]([F:30])([F:39])[F:40])=[CH:33][CH:34]=3)=[O:24])=[CH:13][C:12]=2[N:11]=1 |f:3.4|. Procedure details: The title compound was prepared following the procedure as described for Example-177 using 7-[(2,6-dichlorophenyl)amino]-2-methyl-8H-imidazo[4,5-e][1,3]benzoxazole-4-carboxylic acid (Intermediate-55, 0.100 g, 0.276 mmol), benzene (4 mL), thionyl chloride (5.0 mL), 4-(trifluoro methyl) aniline (0.133 g, 0.828 mmol), THF (5.0 mL) and 60% NaH (0.033 g, 0.825 mmol). The obtained product was further purified by column chromatography on neutral alumina eluting with 1.5-2.0% MeOH:DCM to afford 0.018 g ... Reactants: COC(CN(Cc1ccc(F)cc1)C(=O)CNC(=O)OCc1ccccc1)OC, Cc1ccccc1, O, Cc1ccc(S(=O)(=O)O)cc1. Yields the product O=C1CN(C(=O)OCc2ccccc2)C=CN1Cc1ccc(F)cc1. Reaction SMILES: [CH2:1]([c:2]1[cH:3][cH:4][cH:5][cH:6][cH:7]1)[O:8][C:9](=[O:10])[NH:11][CH2:12][C:13](=[O:14])[N:15]([CH2:16][c:17]1[cH:18][cH:19][c:20]([F:23])[cH:21][cH:22]1)[CH2:24][CH:25]([O:26][CH3:27])[O:28][CH3:29].[CH3:42][c:43]1[cH:44][cH:45][cH:46][cH:47][cH:48]1.[OH2:30].[c:31]1([CH3:32])[cH:33][cH:34][c:35]([S:36]([OH:37])(=[O:38])=[O:39])[cH:40][cH:41]1>>[CH2:1]([c:2]1[cH:3][cH:4][cH:5][cH:6][cH:7]1)[O:8][C:9](=[O:10])[N:11]1[CH2:12][C:13](=[O:14])[N:15]([CH2:16][c:17]2[cH:18][cH:19][c:20]([F:23])[cH:21][cH:22]2)[CH:24]=[CH:25]1. The reactants are FC=1C=C(C=CC1)C[C@@H]1C[C@H](C2=CC=CC=C12)O (trans-3-[(3-fluorophenyl)methyl]-1-indanol), ClC(=C[C@H]1C([C@H]1C(=O)Cl)(C)C)Cl (cis-3-(2,2-dichloroethenyl)-2,2-dimethylcyclopropanecarbonyl chloride), N1=CC=CC=C1 (pyridine). The solvent is C1(=CC=CC=C1)C (toluene). Product: ClC(=C[C@H]1C([C@H]1C(=O)O[C@@H]1C[C@H](C2=CC=CC=C12)CC1=CC(=CC=C1)F)(C)C)Cl (trans-3-[(3-fluorophenyl)methyl]-1-indanyl cis-3-(2,2-dichloroethenyl)-2,2-dimethylcyclopropanecarboxylate). Yield: 89.4%. As a reaction SMILES: [F:1][C:2]1[CH:3]=[C:4]([CH2:8][C@H:9]2[C:17]3[C:12](=[CH:13][CH:14]=[CH:15][CH:16]=3)[C@H:11]([OH:18])[CH2:10]2)[CH:5]=[CH:6][CH:7]=1.[Cl:19][C:20]([Cl:30])=[CH:21][C@@H:22]1[C@H:24]([C:25](Cl)=[O:26])[C:23]1([CH3:29])[CH3:28].N1C=CC=CC=1>C1(C)C=CC=CC=1>[Cl:19][C:20]([Cl:30])=[CH:21][C@@H:22]1[C@H:24]([C:25]([O:18][C@H:11]2[C:12]3[C:17](=[CH:16][CH:15]=[CH:14][CH:13]=3)[C@H:9]([CH2:8][C:4]3[CH:5]=[CH:6][CH:7]=[C:2]([F:1])[CH:3]=3)[CH2:10]2)=[O:26])[C:23]1([CH3:28])[CH3:29]. Procedure: In the manner of Example 4, the reaction of 1.00 g (0.004 mole) of trans-3-[(3-fluorophenyl)methyl]-1-indanol (98% trans, 2% cis) and 0.93 g (0.004 mole) of cis-3-(2,2-dichloroethenyl)-2,2-dimethylcyclopropanecarbonyl chloride in the presence of 0.32 g (0.004 mole) of pyridine and 50 mL of toluene gave 1.55 g of trans-3-[(3-fluorophenyl)methyl]-1-indanyl cis-3-(2,2-dichloroethenyl)-2,2-dimethylcyclopropanecarboxylate. The ir and nmr spectra were consistent with the proposed structure.